Dataset: the Open Reaction Database (ORD), a public repository of structured organic reaction records. Task: describe an organic reaction: reactants, conditions, products, and yield The reactants are C(C)OC(C(CC1=CNC2=CC=C(C=C12)C1=CC=C(C=C1)OC1=CC=CC=C1)N)=O (2-Amino-3-[5-(4-phenoxyphenyl)-1H-indol-3-yl]propionic acid ethyl ester), [BH4-].[Na+] (NaBH4). The solvent is CCO (EtOH). The product is CCOC(=O)C.CO.[NH4+].[OH-] (EtOAc MeOH NH4OH), NC(CO)CC1=CNC2=CC=C(C=C12)C1=CC=C(C=C1)OC1=CC=CC=C1 (2-Amino-3-[5-(4-phenoxyphenyl)-1H-indol-3-yl]propan-1-ol). Isolated yield 134.1%. RXN SMILES: [CH2:1]([O:3][C:4](=[O:30])[CH:5]([NH2:29])[CH2:6][C:7]1[C:15]2[C:10](=[CH:11][CH:12]=[C:13]([C:16]3[CH:21]=[CH:20][C:19]([O:22][C:23]4[CH:28]=[CH:27][CH:26]=[CH:25][CH:24]=4)=[CH:18][CH:17]=3)[CH:14]=2)[NH:9][CH:8]=1)[CH3:2].[BH4-].[Na+]>CCO>[CH3:2][CH2:1][O:3][C:4]([CH3:5])=[O:30].[CH3:1][OH:3].[NH4+:9].[OH-:3].[NH2:29][CH:5]([CH2:6][C:7]1[C:15]2[C:10](=[CH:11][CH:12]=[C:13]([C:16]3[CH:21]=[CH:20][C:19]([O:22][C:23]4[CH:28]=[CH:27][CH:26]=[CH:25][CH:24]=4)=[CH:18][CH:17]=3)[CH:14]=2)[NH:9][CH:8]=1)[CH2:4][OH:3] |f:1.2,4.5.6.7|. Reported procedure: 2-Amino-3-[5-(4-phenoxyphenyl)-1H-indol-3-yl]propan-1-ol (10) was prepared as follows: A mixture compound 7 prepared in Example 1 (0.2 g, 1.0 eq) and NaBH4 (4 eq) in 10 mL EtOH was shaken at room temperature for 72 hours. The solvent was removed under vacuum, then, water (10 mL) and EtOAc (40 mL) was added to it. The organic layer was separated, concentrated and purified by column (Silica gel, EtOAc/MeOH 10/1, then EtOAc/MeOH/NH4OH 10/2/0.2) to get compound 10 as a yellow solid (60 mg, 38%): 1H-... The reactants are C(=O)(C(F)(F)F)O (TFA), ClC=1N=C(SC1NC)C=1C=NC=CC1 (4-chloro-N-methyl-2-(pyridin-3-yl)thiazol-5-amine), N1=CC=CC=C1 (pyridine), CC(C(=O)Cl)CSC (2-methyl-3-(methylthio)propanoyl chloride). The reagents and catalysts are CN(C)C=1C=CN=CC1 (DMAP). Solvent: O (water), ClCCl (dichloromethane), C(C)#N (ACN), ClCCl (dichloromethane), C(C)#N (ACN), ClCCl (dichloromethane), O (water). Run at time 16 hour. Product: ClC=1N=C(SC1N(C(C(CSC)C)=O)C)C=1C=NC=CC1 (N-(4-chloro-2-(pyridin-3-yl)thiazol-5-yl)-N,2-dimethyl-3-(methylthio)propanamide). Isolated yield 101.3%. As a reaction SMILES: [Cl:1][C:2]1[N:3]=[C:4]([C:9]2[CH:10]=[N:11][CH:12]=[CH:13][CH:14]=2)[S:5][C:6]=1[NH:7][CH3:8].N1C=CC=CC=1.[CH3:21][CH:22]([CH2:26][S:27][CH3:28])[C:23](Cl)=[O:24].C(O)(C(F)(F)F)=O>CN(C1C=CN=CC=1)C.ClCCl.O.C(#N)C>[Cl:1][C:2]1[N:3]=[C:4]([C:9]2[CH:10]=[N:11][CH:12]=[CH:13][CH:14]=2)[S:5][C:6]=1[N:7]([CH3:8])[C:23](=[O:24])[CH:22]([CH3:21])[CH2:26][S:27][CH3:28]. Reported procedure: To a dry 500 ml round bottom flask equipped with magnetic stirrer, thermometer, and nitrogen inlet was added 4-chloro-N-methyl-2-(pyridin-3-yl)thiazol-5-amine (22 g, 97 mmol) and dichloromethane (250 mL). The suspension was stiffed at room temperature while pyridine (8.48 g, 107 mmol) and DMAP (1.20 g, 9.75 mmol) were added. To this suspension was added 2-methyl-3-(methylthio)propanoyl chloride (17.8 g, 117 mmol) over 5 minutes. During the addition all solids went into solution and the reaction ... The reactants are Brc1ccc(Br)nc1, CCO, Cl, C1CNC1, [Na]. Yields the product Cl, Brc1ccc(N2CCC2)nc1. As a reaction SMILES: [Br:7][c:8]1[n:9][cH:10][c:11]([Br:14])[cH:12][cH:13]1.[CH3:15][CH2:16][OH:17].[ClH:1].[NH:2]1[CH2:3][CH2:4][CH2:5]1.[Na:6]>>[ClH:1].[N:2]1([c:8]2[n:9][cH:10][c:11]([Br:14])[cH:12][cH:13]2)[CH2:3][CH2:4][CH2:5]1. The reactants are OC1=C(C=C(C2=CC=CC=C12)OCCOC1=CC=C(C=C1)[N+](=O)[O-])C(=O)NCCCOC1=C(C=C(C=C1)C(C)(C)CC)C(C)(C)CC (1-Hydroxy-4-[β-(4-nitrophenoxy)ethoxy]-N-[γ-(2,4-di-tert-amylphenoxy)propyl]-2-naphthamide). The reagents and catalysts are [C].[Pd] (palladium-carbon). Solvent: C(C)O (ethanol). Yields the product OC1=C(C=C(C2=CC=CC=C12)OCCOC1=CC=C(C=C1)N)C(=O)NCCCOC1=C(C=C(C=C1)C(C)(C)CC)C(C)(C)CC (1-Hydroxy-4-[β-(4-aminophenoxy)ethoxy] -N-[γ-(2,4-di-tert-amylphenoxy)propyl]-2-naphthamide). As a reaction SMILES: [OH:1][C:2]1[C:11]2[C:6](=[CH:7][CH:8]=[CH:9][CH:10]=2)[C:5]([O:12][CH2:13][CH2:14][O:15][C:16]2[CH:21]=[CH:20][C:19]([N+:22]([O-])=O)=[CH:18][CH:17]=2)=[CH:4][C:3]=1[C:25]([NH:27][CH2:28][CH2:29][CH2:30][O:31][C:32]1[CH:37]=[CH:36][C:35]([C:38]([CH2:41][CH3:42])([CH3:40])[CH3:39])=[CH:34][C:33]=1[C:43]([CH2:46][CH3:47])([CH3:45])[CH3:44])=[O:26]>C(O)C.[C].[Pd]>[OH:1][C:2]1[C:11]2[C:6](=[CH:7][CH:8]=[CH:9][CH:10]=2)[C:5]([O:12][CH2:13][CH2:14][O:15][C:16]2[CH:21]=[CH:20][C:19]([NH2:22])=[CH:18][CH:17]=2)=[CH:4][C:3]=1[C:25]([NH:27][CH2:28][CH2:29][CH2:30][O:31][C:32]1[CH:37]=[CH:36][C:35]([C:38]([CH2:41][CH3:42])([CH3:39])[CH3:40])=[CH:34][C:33]=1[C:43]([CH2:46][CH3:47])([CH3:45])[CH3:44])=[O:26] |f:2.3|. Procedure details: By dispersing 6.4 g of Intermediate 3 in 64 ml of ethanol and then hydrogenating the intermediate in an autoclave using a palladium-carbon catalyst, the desired product was obtained. The solvent used for the recrystallization was ethanol. The melting point of the product was 147-149° C.